From a dataset of the Open Reaction Database (ORD), a public repository of structured organic reaction records. describe an organic reaction: reactants, conditions, products, and yield Reactants: [H-].[Na+] (Sodium hydride), CN1CC=2NC3=CC=C(C=C3C2CC1)C (2,6-Dimethyl-2,3,4,9-tetrahydro-1H-β-carboline), CC1(OC1)C1=NC=CC=C1 (2-(2-Methyl-oxiranyl)-pyridine). The solvent is CN(C)C=O (DMF). Run at time 10 minute. Yields the product CN1CC=2N(C3=CC=C(C=C3C2CC1)C)CC(C)(O)C1=NC=CC=C1 (1-(2,6-dimethyl-1,2,3,4-tetrahydro-β-carbolin-9-yl)-2-pyridin-2-yl-propan-2-ol). Yield: 13.7%. Reaction SMILES: [CH3:1][N:2]1[CH2:14][CH2:13][C:12]2[C:11]3[C:6](=[CH:7][CH:8]=[C:9]([CH3:15])[CH:10]=3)[NH:5][C:4]=2[CH2:3]1.[H-].[Na+].[CH3:18][C:19]1([C:22]2[CH:27]=[CH:26][CH:25]=[CH:24][N:23]=2)[CH2:21][O:20]1>CN(C=O)C>[CH3:1][N:2]1[CH2:14][CH2:13][C:12]2[C:11]3[C:6](=[CH:7][CH:8]=[C:9]([CH3:15])[CH:10]=3)[N:5]([CH2:18][C:19]([C:22]3[CH:27]=[CH:26][CH:25]=[CH:24][N:23]=3)([OH:20])[CH3:21])[C:4]=2[CH2:3]1 |f:1.2|. Reported procedure: 2,6-Dimethyl-2,3,4,9-tetrahydro-1H-β-carboline (500 mg, 2.5 mmol) was dissolved in 20 mL DMF and stirred for 10 min at RT. Sodium hydride (180 mg, 7.5 mmol) was added portionwise at RT and the mixture stirred for 10 min. 2-(2-Methyl-oxiranyl)-pyridine (472 mg, 3.5 mmol) was added dropwise at the same temperature and stirred for 12 h at RT. The reaction was monitored by TLC & LCMS. After consumption of starting material, the reaction mixture was quenched with ice water and extracted with EtOAc (3... Starting materials: NC1=CC2=C(N=C(S2)C#N)C=C1 (6-amino-2-cyanobenzothiazole), resultant mixture, CC(CC(=O)O)(C)C1=C(C(C(=C(C1=O)C)C)=O)C (3-methyl-3-(2,4,5-trimethyl-3,6-dioxocyclohexa-1,4-dien-1-yl)butanoic acid), ClC(=O)OCC(C)C (isobutyl chloroformate), resultant mixture. The solvent is C1CCOC1 (THF). Product: C(#N)C=1SC2=C(N1)C=CC(=C2)NC(CC(C)(C2=C(C(C(=C(C2=O)C)C)=O)C)C)=O (N-(2-Cyanobenzo[d]thiazol-6-yl)-3-methyl-3-(2,4,5-trimethyl-3,6-dioxocyclohexa-1,4-dien-1-yl)butanamide). The yield is 10.0%. Reaction SMILES: [CH3:1][C:2]([C:8]1[C:13](=[O:14])[C:12]([CH3:15])=[C:11]([CH3:16])[C:10](=[O:17])[C:9]=1[CH3:18])([CH3:7])[CH2:3][C:4]([OH:6])=O.ClC(OCC(C)C)=O.[NH2:27][C:28]1[CH:38]=[CH:37][C:31]2[N:32]=[C:33]([C:35]#[N:36])[S:34][C:30]=2[CH:29]=1>C1COCC1>[C:35]([C:33]1[S:34][C:30]2[CH:29]=[C:28]([NH:27][C:4](=[O:6])[CH2:3][C:2]([CH3:1])([C:8]3[C:13](=[O:14])[C:12]([CH3:15])=[C:11]([CH3:16])[C:10](=[O:17])[C:9]=3[CH3:18])[CH3:7])[CH:38]=[CH:37][C:31]=2[N:32]=1)#[N:36]. Procedure: To the solution of 3-methyl-3-(2,4,5-trimethyl-3,6-dioxocyclohexa-1,4-dien-1-yl)butanoic acid (0.72 g, 3.09 mmol) and isobutyl chloroformate (0.44 g, 3.24 mmol) in 10 ml of dry THF, N-methyl morphorline (0.34 ml) was added at 0° C. The resultant mixture was stirred for 30 minutes at 0° C., and 6-amino-2-cyanobenzothiazole (0.36 g, 2.06 mmol) added. The resultant mixture was stirred overnight. The compound was directly purified with flash silica column using heptane and ethyl acetate as eluent to... The reactants are ClC1=C2C(=NC=C1C(=O)O)NC=C2 (4-chloro-1H-pyrrolo[2,3-b]pyridine-5-carboxylic acid), N,N-carbonyl diimidazole, COC(=O)CN.Cl (glycinemethylester hydrochloride), CN(C=O)C (N,N-dimethylformamide), O (water). Conditions: time 2 hour. Yields the product ClC1=C2C(=NC=C1C(=O)N1C=NC=C1)NC=C2 (4-chloro-5-(1H-imidazol-1-ylcarbonyl)-1H-pyrrolo[2,3-b]pyridine). RXN SMILES: [Cl:1][C:2]1[C:7]([C:8]([OH:10])=O)=[CH:6][N:5]=[C:4]2[NH:11][CH:12]=[CH:13][C:3]=12.CO[C:16]([CH2:18][NH2:19])=O.Cl.O.[CH3:22][N:23](C)C=O>>[Cl:1][C:2]1[C:7]([C:8]([N:19]2[CH:18]=[CH:16][N:23]=[CH:22]2)=[O:10])=[CH:6][N:5]=[C:4]2[NH:11][CH:12]=[CH:13][C:3]=12 |f:1.2|. Procedure: To a solution of 4-chloro-1H-pyrrolo[2,3-b]pyridine-5-carboxylic acid (350 mg) in N,N-dimethylformamide (4 ml) were added N,N-carbonyl diimidazole (289 mg) and glycinemethylester hydrochloride (447 mg) successively under ambient temperature. The mixture was stirred at ambient temperature for 2 hours. To the reaction solution was added water. The precipitated solid was filtered, washed with water, and dried to obtain 4-chloro-5-(1H-imidazol-1-ylcarbonyl)-1H-pyrrolo[2,3-b]pyridine (325 mg) as a wh... Reactants: O=C([O-])[O-], N#Cc1nc2ccc(CBr)cc2o1, CC(C)=O, CN(C)C=O, Oc1cccc(C=Cc2ccc3ccc(Cl)cc3n2)c1, [K+], [K+]. The product is N#Cc1nc2ccc(COc3cccc(C=Cc4ccc5ccc(Cl)cc5n4)c3)cc2o1. As a reaction SMILES: [C:21](=[O:22])([O-:23])[O-:24].[C:27](#[N:28])[c:29]1[o:30][c:31]2[c:32]([n:33]1)[cH:34][cH:35][c:36]([CH2:38][Br:39])[cH:37]2.[CH3:40][C:41](=[O:42])[CH3:43].[CH3:44][N:45]([CH3:46])[CH:47]=[O:48].[Cl:1][c:2]1[cH:3][cH:4][c:5]2[cH:6][cH:7][c:8]([CH:12]=[CH:13][c:14]3[cH:15][c:16]([OH:20])[cH:17][cH:18][cH:19]3)[n:9][c:10]2[cH:11]1.[K+:25].[K+:26]>>[Cl:1][c:2]1[cH:3][cH:4][c:5]2[cH:6][cH:7][c:8]([CH:12]=[CH:13][c:14]3[cH:15][c:16]([O:20][CH2:38][c:36]4[cH:35][cH:34][c:32]5[c:31]([o:30][c:29]([C:27]#[N:28])[n:33]5)[cH:37]4)[cH:17][cH:18][cH:19]3)[n:9][c:10]2[cH:11]1. Starting materials: OC1=C(C=O)C=CC=C1SC1=C(C=CC=C1)Cl (2-hydroxy-3-(2-chlorophenylthio)benzaldehyde), [BH4-].[Na+] (sodium borohydride). Isolated yield 102.7%. The product is OC1=C(CO)C=CC=C1SC1=C(C=CC=C1)Cl (2-hydroxy-3-(2-chlorophenylthio)benzyl alcohol). RXN SMILES: [OH:1][C:2]1[C:9]([S:10][C:11]2[CH:16]=[CH:15][CH:14]=[CH:13][C:12]=2[Cl:17])=[CH:8][CH:7]=[CH:6][C:3]=1[CH:4]=[O:5].[BH4-].[Na+]>CO>[OH:1][C:2]1[C:9]([S:10][C:11]2[CH:16]=[CH:15][CH:14]=[CH:13][C:12]=2[Cl:17])=[CH:8][CH:7]=[CH:6][C:3]=1[CH2:4][OH:5] |f:1.2|. Reported procedure: To a suspension of 2-hydroxy-3-(2-chlorophenylthio)benzaldehyde (5.8 g) in methanol (50 ml) was added sodium borohydride (820 mg) at temperature below 15° C. with stirring. The mixture was treated in a similar manner to that of Example 21-(5) to give oily 2-hydroxy-3-(2-chlorophenylthio)benzyl alcohol (6 g). This oily substance was left to stand at room temperature to give crystals. Run in CO (methanol). Reaction SMILES: Br[C:2]1[C:3](=[O:17])[CH2:4][CH2:5][C:6]=1[C:7]1[CH:12]=[CH:11][C:10]([S:13]([CH3:16])(=[O:15])=[O:14])=[CH:9][CH:8]=1.C1C=CC([As](C2C=CC=CC=2)C2C=CC=CC=2)=CC=1.C[Sn](C)(C)[C:39]1[CH:40]=[CH:41][C:42]([CH3:45])=[N:43][CH:44]=1>CN1C(=O)CCC1.CCOC(C)=O.C1C=CC(/C=C/C(/C=C/C2C=CC=CC=2)=O)=CC=1.C1C=CC(/C=C/C(/C=C/C2C=CC=CC=2)=O)=CC=1.C1C=CC(/C=C/C(/C=C/C2C=CC=CC=2)=O)=CC=1.[Pd].[Pd]>[CH3:45][C:42]1[CH:41]=[CH:40][C:39]([C:2]2[C:3](=[O:17])[CH2:4][CH2:5][C:6]=2[C:7]2[CH:12]=[CH:11][C:10]([S:13]([CH3:16])(=[O:15])=[O:14])=[CH:9][CH:8]=2)=[CH:44][N:43]=1 |f:5.6.7.8.9|. Product: CC1=NC=C(C=C1)C=1C(CCC1C1=CC=C(C=C1)S(=O)(=O)C)=O (2-(2-Methyl-5-pyridinyl)-3-(4-(methylsulfonyl)phenyl)-2-cyclopenten-1-one). The reagents and catalysts are C=1C=CC(=CC1)/C=C/C(=O)/C=C/C2=CC=CC=C2.C=1C=CC(=CC1)/C=C/C(=O)/C=C/C2=CC=CC=C2.C=1C=CC(=CC1)/C=C/C(=O)/C=C/C2=CC=CC=C2.[Pd].[Pd] (Pd2 (dba)3). Reactants: BrC=1C(CCC1C1=CC=C(C=C1)S(=O)(=O)C)=O (2-bromo-3-(4-(methylsulfonyl)-phenyl)-2-cyclopenten-1-one), C=1C=CC(=CC1)[As](C=2C=CC=CC2)C=3C=CC=CC3 (AsPh3), C[Sn](C=1C=CC(=NC1)C)(C)C (5-trimethylstannanyl-2-methylpyridine). Run in CN1CCCC1=O (NMP), CN1CCCC1=O (NMP), CCOC(=O)C (EtOAc). Reaction conditions: temperature 60 celsius, time 3.5 hour. Procedure details: To a degassed r.t. solution of 2-bromo-3-(4-(methylsulfonyl)-phenyl)-2-cyclopenten-1-one (0.315 g, 1.0 mmol), Pd2 (dba)3 (0.018 g, 0.02 mmol), and AsPh3 (0.049 g, 0.16 mmol) in NMP (2.5 mL) was added a degassed NMP solution (2.5 mL) of 5-trimethylstannanyl-2-methylpyridine (~2.0 mmol). The resulting mixture was heated to 60° C. for 16 hours, then to 100° C. for a further 3.5 h. The mixture was then cooled to r.t., diluted with EtOAc, washed 2 times with 10% NH4OH and brine, dried over MgSO4, and... Yield: 21.4%.